This data is from the Open Reaction Database (ORD), a public repository of structured organic reaction records. The task is: describe an organic reaction: reactants, conditions, products, and yield The reactants are ClC=1N=CC=2N(C(C(CN(C2N1)C1CCCC1)(F)F)=O)C (2-Chloro-9-cyclopentyl-7,7-difluoro-5-methyl-8,9-dihydro-5H-pyrimido[5,4-b][1,4]diazepin-6(7H)-one), N1CCC(=CC1)C1=CNC2=CC=C(C=C12)N (3-(1,2,3,6-tetrahydropyridin-4-yl)-1H-indol-5-amine). Yields the product C1(CCCC1)N1C2=C(N(C(C(C1)(F)F)=O)C)C=NC(=N2)NC=2C=C1C(=CNC1=CC2)C=2CCNCC2 (9-Cyclopentyl-7,7-difluoro-5-methyl-2-(3-(1,2,3,6-tetrahydropyridin-4-yl)-1H-indol-5-ylamino)-8,9-dihydro-5H-pyrimido[4,5-b][1,4]diazepin-6(7H)-one). RXN SMILES: Cl[C:2]1[N:3]=[CH:4][C:5]2[N:6]([CH3:21])[C:7](=[O:20])[C:8]([F:19])([F:18])[CH2:9][N:10]([CH:13]3[CH2:17][CH2:16][CH2:15][CH2:14]3)[C:11]=2[N:12]=1.[NH:22]1[CH2:27][CH:26]=[C:25]([C:28]2[C:36]3[C:31](=[CH:32][CH:33]=[C:34]([NH2:37])[CH:35]=3)[NH:30][CH:29]=2)[CH2:24][CH2:23]1>>[CH:13]1([N:10]2[CH2:9][C:8]([F:19])([F:18])[C:7](=[O:20])[N:6]([CH3:21])[C:5]3[CH:4]=[N:3][C:2]([NH:37][C:34]4[CH:35]=[C:36]5[C:31](=[CH:32][CH:33]=4)[NH:30][CH:29]=[C:28]5[C:25]4[CH2:26][CH2:27][NH:22][CH2:23][CH:24]=4)=[N:12][C:11]2=3)[CH2:17][CH2:16][CH2:15][CH2:14]1. Procedure details: The title compound was prepared using Buchwald reaction from 2-Chloro-9-cyclopentyl-7,7-difluoro-5-methyl-8,9-dihydro-5H-pyrimido[5,4-b][1,4]diazepin-6(7H)-one and 3-(1,2,3,6-tetrahydropyridin-4-yl)-1H-indol-5-amine. 1H NMR (400 MHz, DMSO-d6) δ ppm 1.10-1.31 (m, 4H) 1.65 (m, 8H) 2.02 (m, 3H) 2.98 (br. s., 2H) 3.46 (s, 3H) 4.02-4.25 (m, 2H) 4.88 (br. s., 2H) 6.26 (s, 1H), 6.65 (d, J=8 Hz, 1H), 7.10 (s, 1H), 7.98 (s, 1H) 8.34 (d, J=8.0 Hz, 1H) 8.45 (s, 1H). [M+H] calc'd for C26H29F2N7O, 494. found... The reactants are C(OC)(OC)=O (dimethyl carbonate), CN(C)C (trimethylamine). Solvent: O (water). Reaction conditions: time 6 hour. Product: C(O)([O-])=O.C[N+](C)(C)C (Tetramethylammonium hydrogencarbonate). Reaction SMILES: [C:1](=[O:6])([O:4]C)[O:2]C.[CH3:7][N:8]([CH3:10])[CH3:9]>O>[C:1](=[O:2])([O-:6])[OH:4].[CH3:7][N+:8]([CH3:1])([CH3:10])[CH3:9] |f:3.4|. Reported procedure: 604 g of dimethyl carbonate, 394 g of trimethylamine and 250 g of water were introduced in a 3,000-milliliter Tefron-lined reactor and heated with stirring. After the temperature in the reactor reached 100° C., the reaction was continued for 6 hours at 100° C. Tetramethylammonium hydrogencarbonate was obtained in a yield of 90.1 mol % (based on trimethylamine). Reactants: O[C@@H]1[C@H](C2=CC(=CC=C2C1)I)NC(OC(C)(C)C)=O (tert-butyl N-[(1S,2S)-2-hydroxy-6-iodo-indan-1-yl]carbamate), Cl (hydrogen chloride), [OH-].[Na+] (sodium hydroxide), FC1=CC=C(C(=O)Cl)C=C1 (4-fluorobenzoyl chloride). Solvent: O1CCOCC1 (1,4-dioxane), O1CCOCC1 (dioxane). Reaction conditions: time 2 hour. The product is FC1=CC=C(C(=O)N[C@@H]2[C@H](CC3=CC=C(C=C23)I)O)C=C1 (4-Fluoro-N-[(1S,2S)-2-hydroxy-6-iodo-indan-1-yl]benzamide). Yield: 91.6%. As a reaction SMILES: [OH:1][C@H:2]1[CH2:10][C:9]2[C:4](=[CH:5][C:6]([I:11])=[CH:7][CH:8]=2)[C@@H:3]1[NH:12][C:13](=[O:19])OC(C)(C)C.Cl.[OH-].[Na+].[F:23][C:24]1[CH:32]=[CH:31][C:27](C(Cl)=O)=[CH:26][CH:25]=1>O1CCOCC1>[F:23][C:24]1[CH:32]=[CH:31][C:27]([C:13]([NH:12][C@H:3]2[C:4]3[C:9](=[CH:8][CH:7]=[C:6]([I:11])[CH:5]=3)[CH2:10][C@@H:2]2[OH:1])=[O:19])=[CH:26][CH:25]=1 |f:2.3|. Reported procedure: To a solution of tert-butyl N-[(1S,2S)-2-hydroxy-6-iodo-indan-1-yl]carbamate (39.6 mmol, 14.9 g) in 1,4-dioxane (200 mL), add a solution of 4 M hydrogen chloride in dioxane (100 mL) at room temperature and stir for 2 hr. Concentrate the resulting suspension in vacuo and dry in a vacuum oven for 48 hr. Dissolve the residue in THF (25 mL) and cool in an ice bath for 30 min. Add 5 M aqueous sodium hydroxide (17.4 mL, 87.2 mmol) and 4-fluorobenzoyl chloride (3.78 mL, 40.4 mmol) dropwise. Warm the so... Reactants: CCS(=O)(=O)O, CO, Cc1nc(OCC(=O)N(C)C2CCN(Cc3ccccc3)CC2)nc(C)c1N. Yields the product CCS(=O)(=O)O, Cc1nc(OCC(=O)N(C)C2CCN(Cc3ccccc3)CC2)nc(C)c1N. As a reaction SMILES: [CH3:29][CH2:30][S:31]([OH:32])(=[O:33])=[O:34].[CH3:35][OH:36].[NH2:1][c:2]1[c:3]([CH3:28])[n:4][c:5]([O:9][CH2:10][C:11](=[O:12])[N:13]([CH3:14])[CH:15]2[CH2:16][CH2:17][N:18]([CH2:21][c:22]3[cH:23][cH:24][cH:25][cH:26][cH:27]3)[CH2:19][CH2:20]2)[n:6][c:7]1[CH3:8]>>[CH3:29][CH2:30][S:31](=[O:32])(=[O:33])[OH:34].[NH2:1][c:2]1[c:3]([CH3:28])[n:4][c:5]([O:9][CH2:10][C:11](=[O:12])[N:13]([CH3:14])[CH:15]2[CH2:16][CH2:17][N:18]([CH2:21][c:22]3[cH:23][cH:24][cH:25][cH:26][cH:27]3)[CH2:19][CH2:20]2)[n:6][c:7]1[CH3:8]. Starting materials: ClC1=CC=C(C#N)C=C1 (4-chlorobenzonitrile), C1(=CC=CC=C1)NC1=CC=CC=C1 (diphenylamine), CC(C)([O-])C.[Na+] (sodium tert-butoxide). Product: C(#N)C1=CC=C(C=C1)N(C1=CC=CC=C1)C1=CC=CC=C1 (N-(4-cyanophenyl)diphenylamine). The yield is 100.6%. As a reaction SMILES: Cl[C:2]1[CH:9]=[CH:8][C:5]([C:6]#[N:7])=[CH:4][CH:3]=1.[C:10]1([NH:16][C:17]2[CH:22]=[CH:21][CH:20]=[CH:19][CH:18]=2)[CH:15]=[CH:14][CH:13]=[CH:12][CH:11]=1.CC(C)([O-])C.[Na+]>>[C:6]([C:5]1[CH:8]=[CH:9][C:2]([N:16]([C:17]2[CH:18]=[CH:19][CH:20]=[CH:21][CH:22]=2)[C:10]2[CH:15]=[CH:14][CH:13]=[CH:12][CH:11]=2)=[CH:3][CH:4]=1)#[N:7] |f:2.3|. Reported procedure: According to the general procedure A, 4-chlorobenzonitrile (76 mg, 0.55 mmol) reacted with diphenylamine (85 mg, 0.50 mmol) using 1 mol % of catalyst and sodium tert-butoxide (72 mg, 0.75 mmol) at 45° C. for 21 h to give the title compound (136 mg, 96%) as a white solid: 1H-NMR (400 MHz, CDCl3): δ 7.43 (d, 2H, J=8.8 Hz, Ar—H), 7.35 (m, 4H), 7.17 (m, 6H), 6.97 (d, 2H, J=8.8 Hz). 13C{1H}-NMR (100 MHz, CDCl3): δ 151.56, 145.93, 133.16, 129.75, 126.14, 125.11, 119.69, 119.67, 102.46. GC/MS(EI): m/z ... Reactants: CC(C)=CCC\C(\C)=C\CO (Geraniol), O (Water), N1=CC=CC=C1 (pyridine), ClCC(=O)Cl (Chloroacetylchloride). The solvent is ClCCl (dichloromethane). Run at temperature 0 celsius, time 24 hour. Product: ClCC(=O)OC\C=C(\CCC=C(C)C)/C ((E)-3,7-dimethylocta-2,6-dienyl 2-chloroacetate). Reaction SMILES: [CH3:1][C:2](=[CH:4][CH2:5][CH2:6]/[C:7](=[CH:9]/[CH2:10][OH:11])/[CH3:8])[CH3:3].N1C=CC=CC=1.[Cl:18][CH2:19][C:20](Cl)=[O:21].O>ClCCl>[Cl:18][CH2:19][C:20]([O:11][CH2:10]/[CH:9]=[C:7](\[CH3:8])/[CH2:6][CH2:5][CH:4]=[C:2]([CH3:1])[CH3:3])=[O:21]. Procedure: Geraniol [1] (7.711 g, 50 mmol) and pyridine (3.955 g, 50 mmol) were suspended in anhydrous dichloromethane (200 ml) and chilled to 0° C. under an atmosphere of dry nitrogen. Chloroacetylchloride (5.647 g, 50 mmol) was added dropwise (violent reaction) and the resulting solution was stirred for 24 hrs at room temperature. Water (100 ml) was added, the organic layer was separated and the aqueous layer extracted with dichloromethane. The combined organic layers were successively washed with 2N HCl... Starting materials: CC(C)(C)OC(=O)NCC(=O)ON1C(=O)CCC1=O, CSCCC(CS(=O)(=O)O)NC(=O)CNC(=O)OC(C)(C)C, Cl, CSCCC(N)CS(=O)(=O)[O-], [Na+]. The product is Cl, CSCCC(CS(=O)(=O)O)NC(=O)CN. RXN SMILES: [C:1]([O:2][C:3]([NH:4][CH2:5][C:6]([O:7][N:8]1[C:9](=[O:10])[CH2:11][CH2:12][C:13]1=[O:14])=[O:15])=[O:16])([CH3:17])([CH3:18])[CH3:19].[C:32]([O:33][C:34](=[O:35])[NH:39][CH2:40][C:41](=[O:42])[NH:43][CH:44]([CH2:45][S:46](=[O:47])(=[O:48])[OH:49])[CH2:50][CH2:51][S:52][CH3:53])([CH3:36])([CH3:37])[CH3:38].[ClH:54].[NH2:20][CH:21]([CH2:22][CH2:23][S:24][CH3:25])[CH2:26][S:27]([O-:28])(=[O:29])=[O:30].[Na+:31]>>[ClH:54].[NH2:39][CH2:40][C:41](=[O:42])[NH:43][CH:44]([CH2:45][S:46](=[O:47])(=[O:48])[OH:49])[CH2:50][CH2:51][S:52][CH3:53]. The reactants are CC(C)(C)[O-], Cl, [K+], O, C1CCOC1, COC(=O)C1c2ccccc2Oc2ccccc21. Yields the product COC(=O)C1(O)c2ccccc2Oc2ccccc21. RXN SMILES: [CH3:19][C:20]([CH3:21])([O-:22])[CH3:23].[ClH:26].[K+:24].[O:25].[O:27]1[CH2:28][CH2:29][CH2:30][CH2:31]1.[cH:1]1[cH:2][cH:3][cH:4][c:5]2[c:14]1[CH:13]([C:15](=[O:16])[O:17][CH3:18])[c:12]1[c:7]([cH:8][cH:9][cH:10][cH:11]1)[O:6]2>>[cH:1]1[cH:2][cH:3][cH:4][c:5]2[c:14]1[C:13]([C:15](=[O:16])[O:17][CH3:18])([OH:22])[c:12]1[c:7]([cH:8][cH:9][cH:10][cH:11]1)[O:6]2. The reactants are C1CCOC1, CN1C(=O)CCC2(C)c3ccc(Br)cc3CCC12, ClC(Cl)Cl, OB(O)c1ccc(Cl)c(C(F)(F)F)c1, [Na+], [Na+], O=C([O-])[O-], [Pd], c1ccc(P(c2ccccc2)c2ccccc2)cc1, c1ccc(P(c2ccccc2)c2ccccc2)cc1, c1ccc(P(c2ccccc2)c2ccccc2)cc1, c1ccc(P(c2ccccc2)c2ccccc2)cc1. The product is CN1C(=O)CCC2(C)c3ccc(-c4ccc(Cl)c(C(F)(F)F)c4)cc3CCC12. RXN SMILES: [CH2:39]1[O:40][CH2:41][CH2:42][CH2:43]1.[CH3:1][N:2]1[C:3](=[O:18])[CH2:4][CH2:5][C:6]2([CH3:17])[c:7]3[c:8]([cH:12][c:13]([Br:16])[cH:14][cH:15]3)[CH2:9][CH2:10][CH:11]12.[CH:44]([Cl:45])([Cl:46])[Cl:47].[Cl:19][c:20]1[c:21]([C:29]([F:30])([F:31])[F:32])[cH:22][c:23]([B:26]([OH:27])[OH:28])[cH:24][cH:25]1.[Na+:33].[Na+:34].[O-:35][C:36](=[O:37])[O-:38].[Pd:48].[c:106]1([P:107]([c:108]2[cH:109][cH:110][cH:111][cH:112][cH:113]2)[c:114]2[cH:115][cH:116][cH:117][cH:118][cH:119]2)[cH:120][cH:121][cH:122][cH:123][cH:124]1.[c:49]1([P:50]([c:51]2[cH:52][cH:53][cH:54][cH:55][cH:56]2)[c:57]2[cH:58][cH:59][cH:60][cH:61][cH:62]2)[cH:63][cH:64][cH:65][cH:66][cH:67]1.[c:68]1([P:69]([c:70]2[cH:71][cH:72][cH:73][cH:74][cH:75]2)[c:76]2[cH:77][cH:78][cH:79][cH:80][cH:81]2)[cH:82][cH:83][cH:84][cH:85][cH:86]1.[c:87]1([P:88]([c:89]2[cH:90][cH:91][cH:92][cH:93][cH:94]2)[c:95]2[cH:96][cH:97][cH:98][cH:99][cH:100]2)[cH:101][cH:102][cH:103][cH:104][cH:105]1>>[CH3:1][N:2]1[C:3](=[O:18])[CH2:4][CH2:5][C:6]2([CH3:17])[c:7]3[c:8]([cH:12][c:13](-[c:23]4[cH:22][c:21]([C:29]([F:30])([F:31])[F:32])[c:20]([Cl:19])[cH:25][cH:24]4)[cH:14][cH:15]3)[CH2:9][CH2:10][CH:11]12.